This data is from the Open Reaction Database (ORD), a public repository of structured organic reaction records. The task is: describe an organic reaction: reactants, conditions, products, and yield Reactants: Cc1ccc(NC(=O)c2ccc(CN3CCN(C)CC3)c(C(F)(F)F)c2)cc1Nc1nccc(-c2cncnc2)n1, CS(=O)(=O)O, CO. The product is Cc1ccc(NC(=O)c2ccc(CN3CCN(C)CC3)c(C(F)(F)F)c2)cc1Nc1nccc(-c2cncnc2)n1, CS(=O)(=O)O. Reaction SMILES: [CH3:1][N:2]1[CH2:3][CH2:4][N:5]([CH2:8][c:9]2[c:10]([C:38]([F:39])([F:40])[F:41])[cH:11][c:12]([C:13](=[O:14])[NH:15][c:16]3[cH:17][c:18]([NH:23][c:24]4[n:25][cH:26][cH:27][c:28](-[c:30]5[cH:31][n:32][cH:33][n:34][cH:35]5)[n:29]4)[c:19]([CH3:22])[cH:20][cH:21]3)[cH:36][cH:37]2)[CH2:6][CH2:7]1.[CH3:42][S:43]([OH:44])(=[O:45])=[O:46].[CH3:47][OH:48]>>[CH3:1][N:2]1[CH2:3][CH2:4][N:5]([CH2:8][c:9]2[c:10]([C:38]([F:39])([F:40])[F:41])[cH:11][c:12]([C:13](=[O:14])[NH:15][c:16]3[cH:17][c:18]([NH:23][c:24]4[n:25][cH:26][cH:27][c:28](-[c:30]5[cH:31][n:32][cH:33][n:34][cH:35]5)[n:29]4)[c:19]([CH3:22])[cH:20][cH:21]3)[cH:36][cH:37]2)[CH2:6][CH2:7]1.[CH3:42][S:43](=[O:44])(=[O:45])[OH:46].